Task: describe an organic reaction: reactants, conditions, products, and yield. Dataset: the Open Reaction Database (ORD), a public repository of structured organic reaction records Reactants: CC1=C(C=C(C(N1)=O)C#N)C=1C=CC=2N(C1)C=CN2 (1,2-dihydro-6-methyl-5-(imidazo[1,2-a]pyridin-6-yl)-2-oxo-3-pyridinecarbonitrile), O (water), O.N (ammonia water). Solvent: P(O)(O)(O)=O (phosphoric acid). Product: CC1=C(C=CC(N1)=O)C=1C=CC=2N(C1)C=CN2 (1,2-dihydro-6-methyl-5-(imidazo[1,2-a]pyridin-6-yl)-2-oxo-pyridine). Isolated yield 44.4%. Reaction SMILES: [CH3:1][C:2]1[NH:7][C:6](=[O:8])[C:5](C#N)=[CH:4][C:3]=1[C:11]1[CH:12]=[CH:13][C:14]2[N:15]([CH:17]=[CH:18][N:19]=2)[CH:16]=1.O.O.N>P(=O)(O)(O)O>[CH3:1][C:2]1[NH:7][C:6](=[O:8])[CH:5]=[CH:4][C:3]=1[C:11]1[CH:12]=[CH:13][C:14]2[N:15]([CH:17]=[CH:18][N:19]=2)[CH:16]=1 |f:2.3|. Reported procedure: In 10 ml of 85% phosphoric acid was refluxed 1 g of 1,2-dihydro-6-methyl-5-(imidazo[1,2-a]pyridin-6-yl)-2-oxo-3-pyridinecarbonitrile for 18 hours. After cooling, water was added and then conc. ammonia water was further added to the reaction mixture to render the mixture alkaline. The mixture was extracted with chloroform. After washing with water and drying over magnesium sulfate, chloroform was removed by distillation under reduced pressure. The residue was recrystallized from ethanol-ether to ... The reactants are C(#N)C=1C(=NC(=NC1)NC(C)C=1C=C(C(=O)OC)C=CC1)C1=CN=C2N1C=CC=C2C(F)F (methyl 3-[1-({5-cyano-4-[8-(difluoromethyl)imidazo[1,2-a]pyridin-3-yl]pyrimidin-2-yl}amino)ethyl]benzoate), Cl (hydrochloric acid), CO (methanol), aqueous solution, [OH-].[Na+] (sodium hydroxide). Run in O1CCCC1 (tetrahydrofuran). Conditions: temperature 50 celsius, time 30 minute. Product: C(#N)C=1C(=NC(=NC1)NC(C)C=1C=C(C(=O)O)C=CC1)C1=CN=C2N1C=CC=C2C(F)F (3-[1-({5-cyano-4-[8-(difluoromethyl)imidazo[1,2-a]pyridin-3-yl]pyrimidin-2-yl}amino)ethyl] benzoic acid). Yield: 60.3%. Reaction SMILES: [C:1]([C:3]1[C:4]([C:22]2[N:26]3[CH:27]=[CH:28][CH:29]=[C:30]([CH:31]([F:33])[F:32])[C:25]3=[N:24][CH:23]=2)=[N:5][C:6]([NH:9][CH:10]([C:12]2[CH:13]=[C:14]([CH:19]=[CH:20][CH:21]=2)[C:15]([O:17]C)=[O:16])[CH3:11])=[N:7][CH:8]=1)#[N:2].CO.[OH-].[Na+].Cl>O1CCCC1>[C:1]([C:3]1[C:4]([C:22]2[N:26]3[CH:27]=[CH:28][CH:29]=[C:30]([CH:31]([F:32])[F:33])[C:25]3=[N:24][CH:23]=2)=[N:5][C:6]([NH:9][CH:10]([C:12]2[CH:13]=[C:14]([CH:19]=[CH:20][CH:21]=2)[C:15]([OH:17])=[O:16])[CH3:11])=[N:7][CH:8]=1)#[N:2] |f:2.3|. Procedure details: 370 mg of the methyl 3-[1-({5-cyano-4-[8-(difluoromethyl)imidazo[1,2-a]pyridin-3-yl]pyrimidin-2-yl}amino)ethyl]benzoate [100-3] was suspended in a mixture solvent of 6 mL of methanol and 6 mL of tetrahydrofuran, then 4.15 mL of 1N aqueous solution of sodium hydroxide was added, and stirred at 50° C. for 30 minutes. Under an ice-cold condition, 825 μL of 5N hydrochloric acid was added, then the reaction solution was neutralized and concentrated under reduced pressure. The obtained residue was pur...